describe an organic reaction: reactants, conditions, products, and yield From a dataset of the Open Reaction Database (ORD), a public repository of structured organic reaction records. The product is CCC1(c2ccccc2)OC(c2ccc(-c3ccc(Cl)cc3)cc2)OC1=O. The reactants are C1CCCCC1, CCOC(C)=O, O=Cc1ccc(-c2ccc(Cl)cc2)cc1, O, O, CCC(O)(C(=O)O)c1ccccc1, Cc1ccc(S(=O)(=O)O)cc1. RXN SMILES: [CH2:42]1[CH2:43][CH2:44][CH2:45][CH2:46][CH2:47]1.[CH3:48][CH2:49][O:50][C:51](=[O:52])[CH3:53].[Cl:1][c:2]1[cH:3][cH:4][c:5](-[c:8]2[cH:9][cH:10][c:11]([CH:12]=[O:13])[cH:14][cH:15]2)[cH:6][cH:7]1.[OH2:29].[OH2:41].[OH:16][C:17]([C:18](=[O:19])[OH:20])([CH2:21][CH3:22])[c:23]1[cH:24][cH:25][cH:26][cH:27][cH:28]1.[c:30]1([CH3:31])[cH:32][cH:33][c:34]([S:35]([OH:36])(=[O:37])=[O:38])[cH:39][cH:40]1>>[Cl:1][c:2]1[cH:3][cH:4][c:5](-[c:8]2[cH:9][cH:10][c:11]([CH:12]3[O:13][C:17]([CH2:21][CH3:22])([c:23]4[cH:24][cH:25][cH:26][cH:27][cH:28]4)[C:18](=[O:19])[O:20]3)[cH:14][cH:15]2)[cH:6][cH:7]1. Reactants: FC1=C(CN2C(=NC(=C2C=O)CC)CCC)C=CC(=C1)I (1-(2-fluoro-4-iodobenzyl)-4-ethyl-2-propyl-1H-imidazole-5-carboxaldehyde), C[Mg]Br (methylmagnesium bromide). The reagents and catalysts are [O-2].[Mn+4].[O-2] (Manganese(IV) oxide). The solvent is C1CCOC1 (THF). Reaction conditions: time 1.5 hour. Yields the product FC1=C(CN2C(=NC(=C2C(C)=O)CC)CCC)C=CC(=C1)I (1-(2-fluoro-4-iodobenzyl)-5-acetyl-4-ethyl-2-propyl-1H-imidazole), alcohol. Yield: 27.5%. RXN SMILES: [F:1][C:2]1[CH:20]=[C:19]([I:21])[CH:18]=[CH:17][C:3]=1[CH2:4][N:5]1[C:9]([CH:10]=[O:11])=[C:8]([CH2:12][CH3:13])[N:7]=[C:6]1[CH2:14][CH2:15][CH3:16].[CH3:22][Mg]Br>C1COCC1.[O-2].[Mn+4].[O-2]>[F:1][C:2]1[CH:20]=[C:19]([I:21])[CH:18]=[CH:17][C:3]=1[CH2:4][N:5]1[C:9]([C:10](=[O:11])[CH3:22])=[C:8]([CH2:12][CH3:13])[N:7]=[C:6]1[CH2:14][CH2:15][CH3:16] |f:3.4.5|. Procedure: To a solution of 1-(2-fluoro-4-iodobenzyl)-4-ethyl-2-propyl-1H-imidazole-5-carboxaldehyde (16.52 g, 41.3 mmol) in THF (100 mL) was added methylmagnesium bromide (44.0 mL of 1.4/M in toluene/THF, 61.6 mmol) over 30 minutes. The reaction mixture was stirred at room temperature for 1.5 h. It was then quenched with 100 mL of 1N aqueous HCl. The mixture was extracted with CH2Cl2, the organic solution was washed with H2O and brine, dried over MgSO4, and concentrated to a yellow oil (16.87 g). The yell... Reactants: CC1=CC=C(C=C1)[C@@]1(C2CCC(C1)[C@@H]2O)O ([2R*,7S*]-2-(4-methylphenyl)bicyclo[2.2.1]heptane-2,7-diol), C1(=CC=C(C=C1)S(=O)(=O)Cl)C (p-toluenesulfonyl chloride), C([O-])(O)=O.[Na+] (sodium bicarbonate). Solvent: N1=CC=CC=C1 (pyridine). Conditions: time 36 hour. Product: C1(=CC=C(C=C1)S(=O)(=O)O[C@@H]1C2[C@](CC1CC2)(C2=CC=C(C=C2)C)O)C ([2R*,7S*]2-hydroxy-2-(4-methylphenyl)bicyclo[2.2.1]heptan-7-yl p-toluenesulfonate). Reaction SMILES: [CH3:1][C:2]1[CH:7]=[CH:6][C:5]([C@@:8]2([OH:16])[CH2:13][CH:12]3[C@H:14]([OH:15])[CH:9]2[CH2:10][CH2:11]3)=[CH:4][CH:3]=1.[C:17]1([CH3:27])[CH:22]=[CH:21][C:20]([S:23](Cl)(=[O:25])=[O:24])=[CH:19][CH:18]=1.C(=O)(O)[O-].[Na+]>N1C=CC=CC=1>[C:17]1([CH3:27])[CH:22]=[CH:21][C:20]([S:23]([O:15][C@H:14]2[CH:12]3[CH2:11][CH2:10][CH:9]2[C@@:8]([OH:16])([C:5]2[CH:4]=[CH:3][C:2]([CH3:1])=[CH:7][CH:6]=2)[CH2:13]3)(=[O:25])=[O:24])=[CH:19][CH:18]=1 |f:2.3|. Procedure: A 50 mL round-bottomed flask, equipped with a drying tube, was charged with dry pyridine (5 mL), [2R*,7S*]-2-(4-methylphenyl)bicyclo[2.2.1]heptane-2,7-diol (0.8 g, 3.7 mmole, prepared as in Part C above) and p-toluenesulfonyl chloride (0.74 g, 3.88 mmole), and the resultant reaction mixture allowed to stand for 36 hours at ambient temperature. Saturated sodium bicarbonate solution (25 mL) was then added, and the resultant mixture extracted twice with 25 mL aliquots of diethyl ether. The ether ex... The reactants are BrC1=CC=C(C2=NSN=C21)Br (4,7-Dibromobenzo[c][1,2,5]thiadiazole), C(CCCCC)NCCCCCC (N,N-dihexylamine), C(C)(C)(C)P(C1=C(C=CC=C1)C1=CC=CC=C1)C(C)(C)C (2-(di-t-butylphosphino)biphenyl), CC(C)(C)[O-].[Na+] (NaOt-Bu). The reagents and catalysts are C=1C=CC(=CC1)/C=C/C(=O)/C=C/C2=CC=CC=C2.C=1C=CC(=CC1)/C=C/C(=O)/C=C/C2=CC=CC=C2.C=1C=CC(=CC1)/C=C/C(=O)/C=C/C2=CC=CC=C2.[Pd].[Pd] (Pd2dba3). Run in CN(C)C=O (DMF), C1(=CC=CC=C1)C (toluene). Conditions: temperature 160 celsius, time 15 minute. Yields the product BrC1=CC=C(C2=NSN=C21)N(CCCCCC)CCCCCC (4-Bromo-7-(N,N-dihexylamino)benzo[c][1,2,5]thiadiazole). Reaction SMILES: Br[C:2]1[C:10]2[C:6](=[N:7][S:8][N:9]=2)[C:5]([Br:11])=[CH:4][CH:3]=1.[CH2:12]([NH:18][CH2:19][CH2:20][CH2:21][CH2:22][CH2:23][CH3:24])[CH2:13][CH2:14][CH2:15][CH2:16][CH3:17].C(P(C(C)(C)C)C1C=CC=CC=1C1C=CC=CC=1)(C)(C)C.CC([O-])(C)C.[Na+]>C1C=CC(/C=C/C(/C=C/C2C=CC=CC=2)=O)=CC=1.C1C=CC(/C=C/C(/C=C/C2C=CC=CC=2)=O)=CC=1.C1C=CC(/C=C/C(/C=C/C2C=CC=CC=2)=O)=CC=1.[Pd].[Pd].CN(C=O)C.C1(C)C=CC=CC=1>[Br:11][C:5]1[C:6]2[C:10](=[N:9][S:8][N:7]=2)[C:2]([N:18]([CH2:19][CH2:20][CH2:21][CH2:22][CH2:23][CH3:24])[CH2:12][CH2:13][CH2:14][CH2:15][CH2:16][CH3:17])=[CH:3][CH:4]=1 |f:3.4,5.6.7.8.9|. Reported procedure: 4,7-Dibromobenzo[c][1,2,5]thiadiazole (0.500 g, 1.70×10−3 mol), N,N-dihexylamine (0.50 ml, 2.1×10−3 mol), Pd2dba3 (45 mg, 4.9×10−5 mol), 2-(di-t-butylphosphino)biphenyl (30 mg, 1.0×10−4 mol), NaOt-Bu (0.242 g, 2.5×10−3 mol), toluene (4.0 ml) and DMF (0.40 ml) were added to a reaction vial. The reaction mixture was stirred at 160° C. for 15 min under microwave irradiation. After the reaction mixture was filtered and the solvent was evaporated, the residue was chromatographed on silica gel with 1:... Reactants: FC(SC1=CC2=C(OC([C@H]([C@@H]2N2C(CCCC2)=O)O)(C)C)C=C1)(F)F (6-trifluoromethylthio-3,4-dihydro-2,2-dimethyl-trans-4-(2-oxo-1-piperidinyl)-2H-benzo(b)pyran-3-ol), O (water), OOS(=O)[O-].[K+] (Oxone), O (water). The solvent is CO (methanol). Yields the product FC(S(=O)(=O)C1=CC2=C(OC([C@H]([C@@H]2N2C(CCCC2)=O)O)(C)C)C=C1)(F)F (6-trifluoromethylsulphonyl-3,4-dihydro-2,2-dimethyl-trans-4-(2-oxo-1-piperidinyl)-2H-benzo(b)pyran-3-ol), FC(S(=O)C1=CC2=C(OC([C@H]([C@@H]2N2C(CCCC2)=O)O)(C)C)C=C1)(F)F (6-trifluoromethylsulphinyl-3,4-dihydro-2,2-dimethyl-trans-4-(2-oxo-1-piperidinyl)-2H-benzo(b)pyran-3-ol). The yield is 7.0%. Reaction SMILES: [F:1][C:2]([F:25])([F:24])[S:3][C:4]1[CH:23]=[CH:22][C:7]2[O:8][C:9]([CH3:21])([CH3:20])[C@@H:10]([OH:19])[C@H:11]([N:12]3[CH2:17][CH2:16][CH2:15][CH2:14][C:13]3=[O:18])[C:6]=2[CH:5]=1.[OH:26]OS([O-])=O.[K+].[OH2:32]>CO>[F:25][C:2]([F:1])([F:24])[S:3]([C:4]1[CH:23]=[CH:22][C:7]2[O:8][C:9]([CH3:20])([CH3:21])[C@@H:10]([OH:19])[C@H:11]([N:12]3[CH2:17][CH2:16][CH2:15][CH2:14][C:13]3=[O:18])[C:6]=2[CH:5]=1)(=[O:26])=[O:32].[F:25][C:2]([F:1])([F:24])[S:3]([C:4]1[CH:23]=[CH:22][C:7]2[O:8][C:9]([CH3:20])([CH3:21])[C@@H:10]([OH:19])[C@H:11]([N:12]3[CH2:17][CH2:16][CH2:15][CH2:14][C:13]3=[O:18])[C:6]=2[CH:5]=1)=[O:26] |f:1.2|. Procedure details: 0.2 g (5.3 mmol) of 6-trifluoromethylthio-3,4-dihydro-2,2-dimethyl-trans-4-(2-oxo-1-piperidinyl)-2H-benzo(b)pyran-3-ol are dissolved in 7 ml of methanol and a suspension of 1 g of Oxone® in 5 ml of water is added at 0° C. with stirring. After stirring for 5 days at room temperature, the mixture is diluted using 20 ml of water and extracted using chloroform (50 ml). After drying and evaporating, 220 mg of white crystals remain. By means of HPLC (eluent 98:2 chloroform:methanol), 140 mg (64% of th... The reactants are S1C=NCC1C=1C=C2C(=CNC2=CC1)C=1CCN(CC1)C (5-(4,5-dihydrothia-zol-5-yl)-3-(1-methyl-1,2,3,6-tetrahydropyridin-4-yl)-1H-indole), C(C)[SiH](CC)CC (triethylsilane). The solvent is FC(C(=O)O)(F)F (trifluoroacetic acid). Reaction conditions: time 18 hour. Yields the product S1C=NCC1C=1C=C2C(=CNC2=CC1)C1CCN(CC1)C (5-(4,5-dihydrothiazol-5-yl)-3-(1-methylpiperidin-4-yl)-1H-indole). The yield is 74.2%. RXN SMILES: [S:1]1[CH:5]([C:6]2[CH:7]=[C:8]3[C:12](=[CH:13][CH:14]=2)[NH:11][CH:10]=[C:9]3[C:15]2[CH2:16][CH2:17][N:18]([CH3:21])[CH2:19][CH:20]=2)[CH2:4][N:3]=[CH:2]1.C([SiH](CC)CC)C>FC(F)(F)C(O)=O>[S:1]1[CH:5]([C:6]2[CH:7]=[C:8]3[C:12](=[CH:13][CH:14]=2)[NH:11][CH:10]=[C:9]3[CH:15]2[CH2:16][CH2:17][N:18]([CH3:21])[CH2:19][CH2:20]2)[CH2:4][N:3]=[CH:2]1. Reported procedure: To a mixture of 0.54 gm (1.8 mMol) 5-(4,5-dihydrothia-zol-5-yl)-3-(1-methyl-1,2,3,6-tetrahydropyridin-4-yl)-1H-indole in 20 mL trifluoroacetic acid were added slowly 320 μL (2 mMol) triethylsilane. The reaction mixture was stirred at room temperature for 18 hours and then concentrated under reduced pressure. The residual oil was partitioned between ethyl acetate and aqueous potassium carbonate. The organic phase was dried over sodium sulfate and concentrated under reduced pressure. The residue w... Starting materials: C([O-])([O-])=O.[Na+].[Na+] (sodium carbonate), C(C)N (ethylamine), ClC=CCCl (1,3-dichloropropene), 9, C1(=CC=CC=C1)P(C1=CC=CC=C1)C1=CC=CC=C1 (triphenylphosphine), COC(C#C)(C)C (3-methoxy-3-methyl-1-butyne). Reagents/catalysts: [Cu]I (copper (I) iodide), [Pd](Cl)Cl (palladium chloride). Solvent: [Cl-].[Na+] (sodium chloride), ClCCl (dichloromethane), CO.Cl (hydrogen chloride methanol), O1CCCC1 (tetrahydrofuran). Run at time 1 hour. Yields the product Cl.COC(C#C/C=C/CNCC)(C)C ((E)-N-(6-Methoxy-6-methyl-2-hepten-4-ynyl)ethylamine hydrochloride). RXN SMILES: [CH2:1]([NH2:3])[CH3:2].[Cl:4][CH:5]=[CH:6][CH2:7]Cl.C1(P(C2C=CC=CC=2)C2C=CC=CC=2)C=CC=CC=1.[CH3:28][O:29][C:30]([CH3:34])([CH3:33])[C:31]#[CH:32].C(=O)([O-])[O-].[Na+].[Na+]>O1CCCC1.[Cl-].[Na+].ClCCl.CO.Cl.[Cu]I.[Pd](Cl)Cl>[ClH:4].[CH3:28][O:29][C:30]([CH3:34])([CH3:33])[C:31]#[C:32]/[CH:5]=[CH:6]/[CH2:7][NH:3][CH2:1][CH3:2] |f:4.5.6,8.9,11.12,15.16|. Procedure: To a solution of 232.4 ml (4.1 mol) of 70% ethylamine aqueous solution in 386 ml of tetrahydrofuran was added 43.4 ml (0.47 mol) of 1,3-dichloropropene (E/Z=9/1) under ice cooling. The solution was stirred for 2 hours at the same temperature and for one hour at room temperature. Then, 4.65 g (24.4 mmol) of copper (I) iodide, 1.74 g (9.8 mmol) of palladium chloride, 4.83 9 (18.4 mmol) of triphenylphosphine and 20.0 g (0.204 mol) of 3-methoxy-3-methyl-1-butyne were added therein under ice cooling ...